From a dataset of the Open Reaction Database (ORD), a public repository of structured organic reaction records. describe an organic reaction: reactants, conditions, products, and yield Reactants: C(C)(C)C1=NC(=C(C(=C1CO)C1=CC=C(C=C1)F)C=CCCCC)C(C)C (2,6-diisopropyl-3-hydroxymethyl-4-(4-fluorophenyl)-5-(1-hexenyl)pyridine). Solvent: C(C)(=O)OCC.CCCCCC (ethyl acetate hexane). Product: C(C)(C)C1=NC(=C(C(=C1CO)C1=CC=C(C=C1)F)CCCCCC)C(C)C (2,6-Diisopropyl-3-hydroxymethyl-4-(4-fluorophenyl)-5-hexylpyridine). As a reaction SMILES: [CH:1]([C:4]1[C:9]([CH2:10][OH:11])=[C:8]([C:12]2[CH:17]=[CH:16][C:15]([F:18])=[CH:14][CH:13]=2)[C:7]([CH:19]=[CH:20][CH2:21][CH2:22][CH2:23][CH3:24])=[C:6]([CH:25]([CH3:27])[CH3:26])[N:5]=1)([CH3:3])[CH3:2]>C(OCC)(=O)C.CCCCCC>[CH:1]([C:4]1[C:9]([CH2:10][OH:11])=[C:8]([C:12]2[CH:13]=[CH:14][C:15]([F:18])=[CH:16][CH:17]=2)[C:7]([CH2:19][CH2:20][CH2:21][CH2:22][CH2:23][CH3:24])=[C:6]([CH:25]([CH3:26])[CH3:27])[N:5]=1)([CH3:3])[CH3:2] |f:1.2|. Procedure: The title compound was prepared from 2,6-diisopropyl-3-hydroxymethyl-4-(4-fluorophenyl)-5-(1-hexenyl)pyridine (Example 19) according to the procedure described in Example 1, Step H. 1H NMR (300 MHz, CDCl3): δ7.14 (m, 4 H), 4.33 (s, 2 H), 3.41 (sept, J=6.6 Hz, 1 H), 3.23 (sept, J=6.6 Hz, 1 H), 2.26 (m, 2 H) 1.33 (d, J=6.6 Hz, 6 H), 1.30 (d, J=6.6 Hz, 6 H), 1.26 (m, 1 H), 1.14 (m, 7 H), 0.82 (t, J=7 Hz, 3 H). FAB-MS: calculated for (C24H34FNO) 371, found 372 (M+H). mp 93-95° C. Rf=0.4 (20% ethyl a... Product: CC(C)CC(NC(=O)C(C)(C)NC(=O)OC(C)(C)C)C(=O)NC1Cc2cccc(N)c2N(Cc2ccccn2)C1=O. Starting materials: BrCc1ccccn1, Br, [H-], CC(C)CC(NC(=O)C(C)(C)NC(=O)OC(C)(C)C)C(=O)NC1Cc2cccc(N)c2NC1=O, [Na+]. As a reaction SMILES: [Br:36][CH2:37][c:38]1[n:39][cH:40][cH:41][cH:42][cH:43]1.[BrH:35].[H-:44].[NH2:1][c:2]1[cH:3][cH:4][cH:5][c:6]2[c:11]1[NH:10][C:9](=[O:12])[CH:8]([NH:13][C:14]([CH:15]([CH2:16][CH:17]([CH3:18])[CH3:19])[NH:20][C:21]([C:22]([CH3:23])([CH3:24])[NH:25][C:26]([O:27][C:28]([CH3:29])([CH3:30])[CH3:31])=[O:32])=[O:33])=[O:34])[CH2:7]2.[Na+:45]>>[NH2:1][c:2]1[cH:3][cH:4][cH:5][c:6]2[c:11]1[N:10]([CH2:37][c:38]1[n:39][cH:40][cH:41][cH:42][cH:43]1)[C:9](=[O:12])[CH:8]([NH:13][C:14]([CH:15]([CH2:16][CH:17]([CH3:18])[CH3:19])[NH:20][C:21]([C:22]([CH3:23])([CH3:24])[NH:25][C:26]([O:27][C:28]([CH3:29])([CH3:30])[CH3:31])=[O:32])=[O:33])=[O:34])[CH2:7]2. Starting materials: CCO, O=[N+]([O-])c1ccccc1F, Cc1nn(C)c(C)c1N, O. The product is Cc1nn(C)c(C)c1Nc1ccccc1[N+](=O)[O-]. RXN SMILES: [CH3:20][CH2:21][OH:22].[F:1][c:2]1[c:3]([N+:8](=[O:9])[O-:10])[cH:4][cH:5][cH:6][cH:7]1.[NH2:11][c:12]1[c:13]([CH3:19])[n:14][n:15]([CH3:18])[c:16]1[CH3:17].[OH2:23]>>[c:2]1([NH:11][c:12]2[c:13]([CH3:19])[n:14][n:15]([CH3:18])[c:16]2[CH3:17])[c:3]([N+:8](=[O:9])[O-:10])[cH:4][cH:5][cH:6][cH:7]1.